Dataset: the Open Reaction Database (ORD), a public repository of structured organic reaction records. Task: describe an organic reaction: reactants, conditions, products, and yield The reactants are BrC1=C(C2=C(O1)C=CC=C2)C2=CC=C(C=C2)SC (2-Bromo-3-(4-(methylthio)phenyl)benzo[b]furan), C1(=CC=CC=C1)OB(O)O (phenylboric acid), [OH-].[Na+] (NaOH), C(=O)(O)[O-].[Na+] (NaHCO3). Reagents/catalysts: C=1C=CC(=CC1)[P](C=2C=CC=CC2)(C=3C=CC=CC3)[Pd]([P](C=4C=CC=CC4)(C=5C=CC=CC5)C=6C=CC=CC6)([P](C=7C=CC=CC7)(C=8C=CC=CC8)C=9C=CC=CC9)[P](C=1C=CC=CC1)(C=1C=CC=CC1)C=1C=CC=CC1 (Pd (PPh3)4). Run in C1(=CC=CC=C1)C (toluene), CCO (EtOH). Yields the product CSC1=CC=C(C=C1)C=1C2=C(OC1C1=CC=CC=C1)C=CC=C2 (3-(4-(Methylthio)phenyl)-2-phenylbenzo[b]furan). Isolated yield 67.3%. As a reaction SMILES: Br[C:2]1[O:6][C:5]2[CH:7]=[CH:8][CH:9]=[CH:10][C:4]=2[C:3]=1[C:11]1[CH:16]=[CH:15][C:14]([S:17][CH3:18])=[CH:13][CH:12]=1.[C:19]1(OB(O)O)[CH:24]=[CH:23][CH:22]=[CH:21][CH:20]=1.[OH-].[Na+].C([O-])(O)=O.[Na+]>C1(C)C=CC=CC=1.CCO.C1C=CC([P]([Pd]([P](C2C=CC=CC=2)(C2C=CC=CC=2)C2C=CC=CC=2)([P](C2C=CC=CC=2)(C2C=CC=CC=2)C2C=CC=CC=2)[P](C2C=CC=CC=2)(C2C=CC=CC=2)C2C=CC=CC=2)(C2C=CC=CC=2)C2C=CC=CC=2)=CC=1>[CH3:18][S:17][C:14]1[CH:15]=[CH:16][C:11]([C:3]2[C:4]3[CH:10]=[CH:9][CH:8]=[CH:7][C:5]=3[O:6][C:2]=2[C:19]2[CH:24]=[CH:23][CH:22]=[CH:21][CH:20]=2)=[CH:12][CH:13]=1 |f:2.3,4.5,^1:49,51,70,89|. Reported procedure: A mixture of the product of Step 3 (450 mg), phenylboric acid (750 mg), Pd (PPh3)4 (80 mg) and NaOH (3 mL, 1N) in toluene (8 ml) and EtOH (10 mL) was refluxed for 20 h. A saturated solution of NaHCO3 (50 ml) was added and the mixture was extracted with Et2O (200 mL). The extract was dried over MgSO4 and concentrated. The residue was purified by flash chromatography eluted with 30:1 hexane/EtOAc to give the title compound (300 mg). Reactants: C1CCOC1, [H-], CI, [Na+], CC(C)Oc1cc(C(F)(F)F)c2cc3c(cc2n1)OCC(CO)N3CC(F)(F)F. Product: COCC1COc2cc3nc(OC(C)C)cc(C(F)(F)F)c3cc2N1CC(F)(F)F. RXN SMILES: [CH2:34]1[O:35][CH2:36][CH2:37][CH2:38]1.[H-:31].[I:32][CH3:33].[Na+:30].[OH:1][CH2:2][CH:3]1[N:4]([CH2:25][C:26]([F:27])([F:28])[F:29])[c:5]2[cH:6][c:7]3[c:8]([C:21]([F:22])([F:23])[F:24])[cH:9][c:10]([O:17][CH:18]([CH3:19])[CH3:20])[n:11][c:12]3[cH:13][c:14]2[O:15][CH2:16]1>>[O:1]([CH2:2][CH:3]1[N:4]([CH2:25][C:26]([F:27])([F:28])[F:29])[c:5]2[cH:6][c:7]3[c:8]([C:21]([F:22])([F:23])[F:24])[cH:9][c:10]([O:17][CH:18]([CH3:19])[CH3:20])[n:11][c:12]3[cH:13][c:14]2[O:15][CH2:16]1)[CH3:33]. Starting materials: [N+](=O)([O-])C1=CC2=C(SC3=C(C(C2)O)C=CC=C3)C=C1 (10,11-dihydro-2-nitro-dibenzo[b,f]thiepin- 10-ol), S(=O)(Cl)Cl (thionyl chloride), C1=CC=CC=C1 (benzene), C(Cl)(Cl)Cl (chloroform). Run in N1=CC=CC=C1 (pyridine), O (water). Conditions: time 8 hour. Yields the product ClC1CC2=C(SC3=C1C=CC=C3)C=CC(=C2)[N+](=O)[O-] (10-chloro-10,11 -dihydro-2-nitro-dibenzo[b,f]thiepin). Reaction SMILES: [N+:1]([C:4]1[CH:19]=[CH:18][C:7]2[S:8][C:9]3[CH:17]=[CH:16][CH:15]=[CH:14][C:10]=3[CH:11](O)[CH2:12][C:6]=2[CH:5]=1)([O-:3])=[O:2].C1C=CC=CC=1.C(Cl)(Cl)[Cl:27].S(Cl)(Cl)=O>N1C=CC=CC=1.O>[Cl:27][CH:11]1[C:10]2[CH:14]=[CH:15][CH:16]=[CH:17][C:9]=2[S:8][C:7]2[CH:18]=[CH:19][C:4]([N+:1]([O-:3])=[O:2])=[CH:5][C:6]=2[CH2:12]1. Reported procedure: 124 g of 10,11-dihydro-2-nitro-dibenzo[b,f]thiepin- 10-ol are suspended in 69.5 ml of pyridine, 615 ml of benzene and 350 ml of chloroform and the mixture is treated dropwise with stirring at 0° C with 53 ml of thionyl chloride. The mixture is stirred overnight at room temperature and then for a further 30 minutes at 35° - 40° C, cooled and diluted with water. The organic phase is washed successively with water and aqueous sodium bicarbonate solution, dried over magnesium sulphate and evaporated... The reactants are CC(c1cccnc1)n1c(=O)n(C(=O)OC(C)(C)C)c2ccc(-n3cnc4ccc(C#N)cc43)nc21, ClCCl, O=C(O)C(F)(F)F. The product is CC(c1cccnc1)n1c(=O)[nH]c2ccc(-n3cnc4ccc(C#N)cc43)nc21. RXN SMILES: [C:1](#[N:2])[c:3]1[cH:4][cH:5][c:6]2[c:7]([n:8](-[c:11]3[cH:12][cH:13][c:14]4[c:15]([n:16]3)[n:17]([CH:28]([CH3:29])[c:30]3[cH:31][n:32][cH:33][cH:34][cH:35]3)[c:18](=[O:27])[n:19]4[C:20]([O:21][C:22]([CH3:23])([CH3:24])[CH3:25])=[O:26])[cH:9][n:10]2)[cH:36]1.[CH2:44]([Cl:45])[Cl:46].[F:37][C:38]([F:39])([F:40])[C:41]([OH:42])=[O:43]>>[C:1](#[N:2])[c:3]1[cH:4][cH:5][c:6]2[c:7]([n:8](-[c:11]3[cH:12][cH:13][c:14]4[c:15]([n:16]3)[n:17]([CH:28]([CH3:29])[c:30]3[cH:31][n:32][cH:33][cH:34][cH:35]3)[c:18](=[O:27])[nH:19]4)[cH:9][n:10]2)[cH:36]1. Starting materials: BrC=1C=C(C(=NC1)COS(=O)(=O)C)COS(=O)(=O)C (Methanesulfonic acid 5-bromo-3-methanesulfonyloxymethyl-pyridin-2-ylmethyl ester), CO.N (MeOH NH3). Solvent: CO (MeOH). Reaction conditions: time 8 hour. The product is BrC=1C=C2C(=NC1)CNC2 (3-Bromo-6,7-dihydro-5H-pyrrolo[3,4-b]pyridine). RXN SMILES: [Br:1][C:2]1[CH:3]=[C:4]([CH2:14]OS(C)(=O)=O)[C:5]([CH2:8]OS(C)(=O)=O)=[N:6][CH:7]=1.CO.[NH3:22]>CO>[Br:1][C:2]1[CH:3]=[C:4]2[CH2:14][NH:22][CH2:8][C:5]2=[N:6][CH:7]=1 |f:1.2|. Reported procedure: To a solution of 58 (1 g, crude) in MeOH (5 mL) was added MeOH—NH3 (5 mL) at 0° C. and stirred at rt for overnight. The reaction mixture was evaporated to obtain the desired compound (600 mg, crude) as a brown liquid. Rf: 0.2 (10% MeOH/CHCl3). The crude compound was used in the next step without further purification; (m/z): 199, 201 [MH]+. Run at time 18 hour. Yields the product C(C)(C)(C)OC(=O)N1CC=2N(C3=CC=CC=C3C2CC1)CC(C)=O (2-t-Butoxycarbonyl-9-(2-oxo-propyl)-2,3,4,9-tetrahydro-1H-pyrido[3,4-b]indole). The reagents and catalysts are [Pd](Cl)Cl (Palladium chloride). Run in C(C)(=O)OCC (ethyl acetate). RXN SMILES: CN(C=[O:5])C.[C:6]([O:10][C:11]([N:13]1[CH2:25][CH2:24][C:23]2[C:22]3[C:17](=[CH:18][CH:19]=[CH:20][CH:21]=3)[N:16]([CH2:26][CH:27]=[CH2:28])[C:15]=2[CH2:14]1)=[O:12])([CH3:9])([CH3:8])[CH3:7]>[Pd](Cl)Cl.C(OCC)(=O)C>[C:6]([O:10][C:11]([N:13]1[CH2:25][CH2:24][C:23]2[C:22]3[C:17](=[CH:18][CH:19]=[CH:20][CH:21]=3)[N:16]([CH2:26][C:27](=[O:5])[CH3:28])[C:15]=2[CH2:14]1)=[O:12])([CH3:9])([CH3:8])[CH3:7]. Reported procedure: Palladium chloride (100 mg) and cupric chloride dihydrate (50 mg) were added to DMF solution (30 ml) of 2-t-butoxycarbonyl-9-allyl-2,3,4,9-tetrahydro-1H-pyrido[3,4-b]indole (1.90 g, 6.1 mmol) and stirred at room temperature for 18 hours. The reaction solution was mixed with ethyl acetate, washed with water and dried with anhydrous sodium sulfate, and then the solvent was removed by evaporation under a reduced pressure, the thus obtained residue was mixed with diisopropyl ether (20 ml) and the th... Yield: 59.0%. Reactants: cupric chloride dihydrate, CN(C)C=O (DMF), C(C)(C)(C)OC(=O)N1CC=2N(C3=CC=CC=C3C2CC1)CC=C (2-t-butoxycarbonyl-9-allyl-2,3,4,9-tetrahydro-1H-pyrido[3,4-b]indole). Reactants: [N+](=O)([O-])C1=C(C(=O)NC=2C=NC(=NC2)C2=CC(=CC=C2)C(F)(F)F)C=C(C=C1)N1CCCCC1 (2-nitro-5-(piperidin-1-yl)-N-(2-(3-(trifluoromethyl)phenyl)pyrimidin-5-yl)benzamide), CO (methanol). The reagents and catalysts are [Pd] (Pd/C). The solvent is C(C)(=O)OCC (ethyl acetate). Conditions: time 2 hour. Yields the product NC1=C(C(=O)NC=2C=NC(=NC2)C2=CC(=CC=C2)C(F)(F)F)C=C(C=C1)N1CCCCC1 (2-amino-5-(piperidin-1-yl)-N-(2-(3-(trifluoromethyl)phenyl)pyrimidin-5-yl)benzamide). Yield: 98.3%. As a reaction SMILES: [N+:1]([C:4]1[CH:28]=[CH:27][C:26]([N:29]2[CH2:34][CH2:33][CH2:32][CH2:31][CH2:30]2)=[CH:25][C:5]=1[C:6]([NH:8][C:9]1[CH:10]=[N:11][C:12]([C:15]2[CH:20]=[CH:19][CH:18]=[C:17]([C:21]([F:24])([F:23])[F:22])[CH:16]=2)=[N:13][CH:14]=1)=[O:7])([O-])=O.CO>[Pd].C(OCC)(=O)C>[NH2:1][C:4]1[CH:28]=[CH:27][C:26]([N:29]2[CH2:34][CH2:33][CH2:32][CH2:31][CH2:30]2)=[CH:25][C:5]=1[C:6]([NH:8][C:9]1[CH:10]=[N:11][C:12]([C:15]2[CH:20]=[CH:19][CH:18]=[C:17]([C:21]([F:23])([F:24])[F:22])[CH:16]=2)=[N:13][CH:14]=1)=[O:7]. Procedure: Into a 50-mL 3-necked round bottom flask, purged and maintained with an inert atmosphere of nitrogen, was placed 2-nitro-5-(piperidin-1-yl)-N-(2-(3-(trifluoromethyl)phenyl)pyrimidin-5-yl)benzamide (250 mg, 0.53 mmol, 1.00 equiv), methanol (15 mL), and ethyl acetate (5 mL). The mixture was treated with Pd/C (0.1 g, 0.10 equiv) and stirred under an atmosphere of hydrogen for 2 h at room temperature. The solids were filtered out. The resulting mixture was concentrated under vacuum to yield 0.23 g (...